From a dataset of the Open Reaction Database (ORD), a public repository of structured organic reaction records. describe an organic reaction: reactants, conditions, products, and yield Reactants: Polyphosphoric acid, C1(=CC=CC=C1)CN1CCC(CCC1)C#N ((±)-hexahydro-1-(phenylmethyl)-1H-azepine-4-carbonitrile), NC1=NC=CC=C1N (2,3-diaminopyridine). Run at temperature 180 celsius, time 1 hour. The product is C1(=CC=CC=C1)CN1CCC(CCC1)C=1NC=2C(=NC=CC2)N1 ((±)-2-[hexahydro-1-(phenylmethyl)-1H-azepin-4-yl]-1H-imidazo[4,5-b]pyridine). Yield: 22.1%. RXN SMILES: [C:1]1([CH2:7][N:8]2[CH2:14][CH2:13][CH2:12][CH:11]([C:15]#[N:16])[CH2:10][CH2:9]2)[CH:6]=[CH:5][CH:4]=[CH:3][CH:2]=1.N[C:18]1[C:23]([NH2:24])=[CH:22][CH:21]=[CH:20][N:19]=1>>[C:1]1([CH2:7][N:8]2[CH2:14][CH2:13][CH2:12][CH:11]([C:15]3[NH:24][C:23]4[C:18]([N:16]=3)=[N:19][CH:20]=[CH:21][CH:22]=4)[CH2:10][CH2:9]2)[CH:2]=[CH:3][CH:4]=[CH:5][CH:6]=1. Reported procedure: Polyphosphoric acid (PPA) (10 g) was heated to 160° C. Intermediate (1) (0.0467 mol) and 2,3-diaminopyridine (0.0513 mol) were added. The mixture was stirred at 180° C. for 1 hour, poured out on K2CO3 solid and ice, washed with K2CO3 10% and extracted with DCM. The aqueous layer was washed with DCM. The organic layer was dried, filtered and the solvent was evaporated.This fraction was purified by column chromatography over silica gel (eluent: CH2Cl2/CH3OH/NH4OH 94/6/0.5). The pure fractions were... The reactants are CCO, O=C(O)c1cc([N+](=O)[O-])c(F)cc1F. The product is Nc1cc(C(=O)O)c(F)cc1F. RXN SMILES: [CH3:15][CH2:16][OH:17].[F:1][c:2]1[c:3]([C:4](=[O:5])[OH:6])[cH:7][c:8]([N+:12]([O-:13])=[O:14])[c:9]([F:11])[cH:10]1>>[F:1][c:2]1[c:3]([C:4](=[O:5])[OH:6])[cH:7][c:8]([NH2:12])[c:9]([F:11])[cH:10]1. Reactants: C(C)(=O)NC1=NC(N(S1)[C@H]1[C@H](OC(C)=O)[C@H](OC(C)=O)[C@H](O1)COC(C)=O)=O (5-Acetamido-2-(2,3,5-tri-O-acetyl-β-D-ribofuranosyl)-1,2,4-thiadiazol-3-one), C[O-].[Na+] (sodium methoxide), ( 5,900 ), O (water). Run in CO (methanol), CO (methanol). Reaction conditions: time 2.5 hour. Yields the product C(C)(=O)NC1=NC(N(S1)[C@H]1[C@H](O)[C@H](O)[C@H](O1)CO)=O (5-Acetamido-2-(β-D-ribofuranosyl)-1,2,4-thiadiazol-3-one). RXN SMILES: [C:1]([NH:4][C:5]1[S:9][N:8]([C@@H:10]2[O:22][C@H:21]([CH2:23][O:24]C(=O)C)[C@@H:16]([O:17]C(=O)C)[C@H:11]2[O:12]C(=O)C)[C:7](=[O:28])[N:6]=1)(=[O:3])[CH3:2].C[O-].[Na+].O>CO>[C:1]([NH:4][C:5]1[S:9][N:8]([C@@H:10]2[O:22][C@H:21]([CH2:23][OH:24])[C@@H:16]([OH:17])[C@H:11]2[OH:12])[C:7](=[O:28])[N:6]=1)(=[O:3])[CH3:2] |f:1.2|. Procedure: To a solution of 5-acetamido-2-(2,3,5-tri-O-acetyl-β-D-ribofuranosyl)-1,2,4-thiadiazol-3-one (4, 0.5 g, 0.0011 mole) in anhydrous methanol (25 ml) was added 1N sodium methoxide in methanol, till the pH of the solution was 8.5 and the resulting solution was stirred at ambient temperature for 2.5 hr. Within 40 min the secondary O-acetyl groups were removed and by the end of 2 hr all the O-acetyl groups were removed as judged by tlc. After the O-deacetylation was complete, the sodium ions were remo... As a reaction SMILES: [C:1](#[N:2])[c:3]1[cH:4][c:5](-[c:13]2[n:14][c:15](-[c:18]3[c:19]4[c:23]([cH:24][cH:25][cH:26]3)[CH:22]([NH:27][CH:28]3[CH2:29][CH2:30][N:31]([C:34]([O:35][C:36]([CH3:37])([CH3:38])[CH3:39])=[O:40])[CH2:32][CH2:33]3)[CH2:21][CH2:20]4)[n:16][o:17]2)[cH:6][cH:7][c:8]1[O:9][CH:10]([CH3:11])[CH3:12].[F:41][C:42]([F:43])([F:44])[C:45]([OH:46])=[O:47]>>[C:1](#[N:2])[c:3]1[cH:4][c:5](-[c:13]2[n:14][c:15](-[c:18]3[c:19]4[c:23]([cH:24][cH:25][cH:26]3)[CH:22]([NH:27][CH:28]3[CH2:29][CH2:30][NH:31][CH2:32][CH2:33]3)[CH2:21][CH2:20]4)[n:16][o:17]2)[cH:6][cH:7][c:8]1[O:9][CH:10]([CH3:11])[CH3:12]. Yields the product CC(C)Oc1ccc(-c2nc(-c3cccc4c3CCC4NC3CCNCC3)no2)cc1C#N. Starting materials: CC(C)Oc1ccc(-c2nc(-c3cccc4c3CCC4NC3CCN(C(=O)OC(C)(C)C)CC3)no2)cc1C#N, O=C(O)C(F)(F)F.